Dataset: the Open Reaction Database (ORD), a public repository of structured organic reaction records. Task: describe an organic reaction: reactants, conditions, products, and yield The reactants are [BH4-], COc1ccc2nccc(-n3cc4c(n3)CCC(NCc3ccc5c(c3)NC(=O)CS5)C4)c2n1, O=Cc1ccccc1, CC(Cl)Cl, ClCCl, [Na+], CN(C)C=O. Yields the product COc1ccc2nccc(-n3cc4c(n3)CCC(N(Cc3ccccc3)Cc3ccc5c(c3)NC(=O)CS5)C4)c2n1. Reaction SMILES: [BH4-:47].[CH3:1][O:2][c:3]1[n:4][c:5]2[c:6](-[n:13]3[n:14][c:15]4[c:20]([cH:21]3)[CH2:19][CH:18]([NH:22][CH2:23][c:24]3[cH:25][cH:26][c:27]5[c:28]([cH:34]3)[NH:29][C:30](=[O:33])[CH2:31][S:32]5)[CH2:17][CH2:16]4)[cH:7][cH:8][n:9][c:10]2[cH:11][cH:12]1.[CH:39](=[O:40])[c:41]1[cH:42][cH:43][cH:44][cH:45][cH:46]1.[Cl:35][CH:36]([Cl:37])[CH3:38].[Cl:49][CH2:50][Cl:51].[Na+:48].[O:52]=[CH:53][N:54]([CH3:55])[CH3:56]>>[CH3:1][O:2][c:3]1[n:4][c:5]2[c:6](-[n:13]3[n:14][c:15]4[c:20]([cH:21]3)[CH2:19][CH:18]([N:22]([CH2:23][c:24]3[cH:25][cH:26][c:27]5[c:28]([cH:34]3)[NH:29][C:30](=[O:33])[CH2:31][S:32]5)[CH2:39][c:41]3[cH:42][cH:43][cH:44][cH:45][cH:46]3)[CH2:17][CH2:16]4)[cH:7][cH:8][n:9][c:10]2[cH:11][cH:12]1.